This data is from the Open Reaction Database (ORD), a public repository of structured organic reaction records. The task is: describe an organic reaction: reactants, conditions, products, and yield Starting materials: BrCC=1C(=CC=CC1)C#N (α-Bromo-o-tolunitrile), ClC1=CC(NC(N1)=O)=O (6-chlorouracil), [Br-].[Li+] (lithium bromide), [H-].[Na+] (sodium hydride). Run in CN(C)C=O (DMF), CN(C)C=O.CS(=O)C (DMF DMSO). Conditions: temperature 0 celsius, time 0.5 hour. The product is ClC1=CC(NC(N1CC1=C(C#N)C=CC=C1)=O)=O (2-(6-Chloro-2,4-dioxo-3,4-dihydro-2H-pyrimidin-1-ylmethyl)-benzonitrile). Yield: 59.5%. RXN SMILES: [Cl:1][C:2]1[NH:7][C:6](=[O:8])[NH:5][C:4](=[O:9])[CH:3]=1.[H-].[Na+].[Br-].[Li+].Br[CH2:15][C:16]1[C:17]([C:22]#[N:23])=[CH:18][CH:19]=[CH:20][CH:21]=1>CN(C=O)C.CS(C)=O.CN(C=O)C>[Cl:1][C:2]1[N:7]([CH2:15][C:16]2[CH:21]=[CH:20][CH:19]=[CH:18][C:17]=2[C:22]#[N:23])[C:6](=[O:8])[NH:5][C:4](=[O:9])[CH:3]=1 |f:1.2,3.4,6.7|. Procedure details: To a solution of 6-chlorouracil (20 g, 122 mmol) in a mixture of DMF-DMSO (6:1, 600 mL) under nitrogen at 0° C., was added sodium hydride (60%, 5.5 g, 137 mmol) in portions. After 0.5 h, lithium bromide (8 g, 96 mmol) was added into the mixture and stirred for 15 min at 0° C. A solution of α-Bromo-o-tolunitrile (25.1 g, 128 mmol) in DMF (30 mL) was added dropwise, and stirred at this temperature for 1 h, and then RT overnight. The mixture was evaporated and co-evaporated with water in vacuo to r... Starting materials: SC1=C(C=CC=C1)O (2-Mercaptophenol), ClCC(=O)C(C(=O)OCC)=NOC (ethyl 2-chloroacetyl-2-methoxyiminoacetate). Yields the product O1C(=CSC2=C1C=CC=C2)C(C(=O)OCC)=NOC (ethyl 2-(1,4-benzoxathiin-2-yl)-2-methoxyiminoacetate). The yield is 15.5%. As a reaction SMILES: [SH:1][C:2]1[CH:7]=[CH:6][CH:5]=[CH:4][C:3]=1[OH:8].Cl[CH2:10][C:11]([C:13](=[N:19][O:20][CH3:21])[C:14]([O:16][CH2:17][CH3:18])=[O:15])=O>>[O:8]1[C:3]2[CH:4]=[CH:5][CH:6]=[CH:7][C:2]=2[S:1][CH:10]=[C:11]1[C:13](=[N:19][O:20][CH3:21])[C:14]([O:16][CH2:17][CH3:18])=[O:15]. Reported procedure: 2-Mercaptophenol (3.5 g.) was allowed to react with ethyl 2-chloroacetyl-2-methoxyiminoacetate (6.2 g.) in a similar manner to that of Example A-(i) to give ethyl 2-(1,4-benzoxathiin-2-yl)-2-methoxyiminoacetate (syn isomer 1.2 g.), pale yellow crystals, mp. 78° to 80° C. Reactants: C(C)(C)(C)OC(=O)N1CC2(CC2C1)C1=CC=C(C=C1)Br (1-(4-bromo-phenyl)-3-aza-bicyclo[3.1.0]hexane-3-carboxylic acid tert-butyl ester), C(C)(C)(C)OC(=O)N1CC2(CC2C1)C1=CC=C(C=C1)Br (1-(4-bromo-phenyl)-3-aza-bicyclo[3.1.0]hexane-3-carboxylic acid tert-butyl ester), C([O-])([O-])=O.[K+].[K+] (potassium carbonate), N1C(CCC1)=O (pyrrolidinone), C(CN)N (ethylene diamine). Reagents/catalysts: [Cu]I (CuI). Solvent: C1(=CC=CC=C1)C (toluene), C1(=CC=CC=C1)C (toluene). Yields the product C(C)(C)(C)OC(=O)N1CC2(CC2C1)C1=CC=C(C=C1)N1C(CCC1)=O (1-[4-(2-oxo-pyrrolidin-1-yl)-phenyl]-3-aza-bicyclo[3.1.0]hexane-3-carboxylic acid tert-butyl ester). Isolated yield 51.9%. RXN SMILES: C(=O)([O-])[O-].[K+].[K+].[C:7]([O:11][C:12]([N:14]1[CH2:19][CH:18]2[C:16]([C:20]3[CH:25]=[CH:24][C:23](Br)=[CH:22][CH:21]=3)([CH2:17]2)[CH2:15]1)=[O:13])([CH3:10])([CH3:9])[CH3:8].[NH:27]1[CH2:31][CH2:30][CH2:29][C:28]1=[O:32].C(N)CN>C1(C)C=CC=CC=1.[Cu]I>[C:7]([O:11][C:12]([N:14]1[CH2:19][CH:18]2[C:16]([C:20]3[CH:25]=[CH:24][C:23]([N:27]4[CH2:31][CH2:30][CH2:29][C:28]4=[O:32])=[CH:22][CH:21]=3)([CH2:17]2)[CH2:15]1)=[O:13])([CH3:10])([CH3:9])[CH3:8] |f:0.1.2|. Procedure details: To a stifling suspension of potassium carbonate (1.23 g, 8.95 mmol) and CuI (42.5 mg, 0.22 mmol) in anhydrous toluene (10 mL) were added 1-(4-bromo-phenyl)-3-aza-bicyclo[3.1.0]hexane-3-carboxylic acid tert-butyl ester (Intermediate I, 1.6 g, 4.5 mmol) dissolved in toluene (10 mL) followed by addition of pyrrolidinone (0.5 mL, 6.2 mmol) and ethylene diamine (0.03 mL, 0.45 mmol). Reaction mixture was refluxed for 16 h. Reaction mixture was then concentrated and the crude product was purified by co... The reactants are C(OCC1C2=CC=CC=C2C=2C=CC=CC12)(=O)Cl ((9H-fluoren-9-yl)methyl carbonochloridate), C(C1=CC=CC=C1)O[C@@H]1C[C@H](NC1)C(=O)O ((2S,4R)-4-(benzyloxy)pyrrolidine-2-carboxylic acid), C(=O)(C(F)(F)F)O (TFA), C([O-])([O-])=O.[K+].[K+] (potassium carbonate). The solvent is O (water), O1CCOCC1 (1,4-dioxane), O (water). Run at time 18 hour. Yields the product C1=CC=CC=2C3=CC=CC=C3C(C12)COC(=O)N1[C@@H](C[C@H](C1)OCC1=CC=CC=C1)C(=O)O ((2S,4R)-1-(((9H-fluoren-9-yl)methoxy)carbonyl)-4-(benzyloxy)pyrrolidine-2-carboxylic acid). Yield: 62.3%. Reaction SMILES: [CH2:1]([O:8][C@H:9]1[CH2:13][NH:12][C@H:11]([C:14]([OH:16])=[O:15])[CH2:10]1)[C:2]1[CH:7]=[CH:6][CH:5]=[CH:4][CH:3]=1.C(O)(C(F)(F)F)=O.C(=O)([O-])[O-].[K+].[K+].[C:30](Cl)(=[O:46])[O:31][CH2:32][CH:33]1[C:45]2[CH:44]=[CH:43][CH:42]=[CH:41][C:40]=2[C:39]2[C:34]1=[CH:35][CH:36]=[CH:37][CH:38]=2>O1CCOCC1.O>[CH:44]1[C:45]2[CH:33]([CH2:32][O:31][C:30]([N:12]3[CH2:13][C@H:9]([O:8][CH2:1][C:2]4[CH:7]=[CH:6][CH:5]=[CH:4][CH:3]=4)[CH2:10][C@H:11]3[C:14]([OH:16])=[O:15])=[O:46])[C:34]3[C:39](=[CH:38][CH:37]=[CH:36][CH:35]=3)[C:40]=2[CH:41]=[CH:42][CH:43]=1 |f:2.3.4|. Reported procedure: To a solution of (2S,4R)-4-(benzyloxy)pyrrolidine-2-carboxylic acid, TFA (522 mg, 1.557 mmol) in 1,4-dioxane (4 mL) and water (16 mL) was added potassium carbonate (861 mg, 6.23 mmol) followed by (9H-fluoren-9-yl)methyl carbonochloridate (403 mg, 1.557 mmol) at 0° C. The mixture was stirred at RT for 18 hrs and treated with water (10 ml). The resulting mixture was extracted with diethyl ether (2×15 ml). The aqueous phase was acidified with aq. HCl (1M) to pH 2-3, and extracted with DCM (3×20 ml)... Reactants: CCOC(=O)c1c(-c2ccccc2)noc1C1CC1, CCO, [Na+], [OH-]. Yields the product O=C(O)c1c(-c2ccccc2)noc1C1CC1. As a reaction SMILES: [CH2:1]([CH3:2])[O:3][C:4](=[O:5])[c:6]1[c:7](-[c:14]2[cH:15][cH:16][cH:17][cH:18][cH:19]2)[n:8][o:9][c:10]1[CH:11]1[CH2:12][CH2:13]1.[CH3:22][CH2:23][OH:24].[Na+:21].[OH-:20]>>[O:3]=[C:4]([OH:5])[c:6]1[c:7](-[c:14]2[cH:15][cH:16][cH:17][cH:18][cH:19]2)[n:8][o:9][c:10]1[CH:11]1[CH2:12][CH2:13]1. Reactants: COC(C(=CC1=CC(=C(C=C1)Br)C)NC(=O)OCC1=CC=CC=C1)=O (methyl-2-[(benzyloxy)carbonyl]amino-3-(4-bromo-3-methylphenyl)acrylate). Reagents/catalysts: [B-](F)(F)(F)F.COC1=CC=CC=C1[P@@](C2=CC=CC=C2)CC[P@@](C3=CC=CC=C3OC)C4=CC=CC=C4.C1/C=C\CC/C=C\C1.[Rh] ((R,R)-(−)-1,2-bis[(o-methoxyphenyl)(phenyl)phosphino]ethane(1,5-cyclooctadiene) rhodium (I) tetrafluroborate). Solvent: C(C)O (ethanol). Reaction conditions: time 24 hour. The product is C(C1=CC=CC=C1)OC(=O)N[C@H](C(=O)OC)CC1=CC(=C(C=C1)Br)C (Methyl (2S)-2-[(benzyloxy)carbonyl]amino-3-(4-bromo-3-methylphenyl)propanoate). Isolated yield 83.3%. As a reaction SMILES: [CH3:1][O:2][C:3](=[O:25])[C:4]([NH:14][C:15]([O:17][CH2:18][C:19]1[CH:24]=[CH:23][CH:22]=[CH:21][CH:20]=1)=[O:16])=[CH:5][C:6]1[CH:11]=[CH:10][C:9]([Br:12])=[C:8]([CH3:13])[CH:7]=1>C(O)C.[B-](F)(F)(F)F.COC1C([P@](CC[P@](C2C=CC=CC=2)C2C(OC)=CC=CC=2)C2C=CC=CC=2)=CC=CC=1.C1CC=CCCC=C1.[Rh]>[CH2:18]([O:17][C:15]([NH:14][C@@H:4]([CH2:5][C:6]1[CH:11]=[CH:10][C:9]([Br:12])=[C:8]([CH3:13])[CH:7]=1)[C:3]([O:2][CH3:1])=[O:25])=[O:16])[C:19]1[CH:20]=[CH:21][CH:22]=[CH:23][CH:24]=1 |f:2.3.4.5|. Procedure details: A solution of methyl-2-[(benzyloxy)carbonyl]amino-3-(4-bromo-3-methylphenyl)acrylate (10.4 g, 0.0257 mol) in ethanol (200 mL) was degassed with nitrogen. (R,R)-(−)-1,2-bis[(o-methoxyphenyl)(phenyl)phosphino]ethane(1,5-cyclooctadiene) rhodium (I) tetrafluroborate (194 mg, 257 μmol) was added to the reaction solution and nitrogen was bubble through. After five cycles of vacuum/H2, the reaction was heated at a pressure of 50 psi of hydrogen at room temperature. After 24 h, the solvent was removed u...